This data is from the Open Reaction Database (ORD), a public repository of structured organic reaction records. The task is: describe an organic reaction: reactants, conditions, products, and yield The reactants are COC(=O)C=1C=CC=2N(C3=CC=CC=C3OC2C1)C1CC2CCC(C1)N2C (10-(8-methyl-8-aza-bicyclo[3.2.1]oct-3-yl)-10H-phenoxazine-3-carboxylic acid methyl ester), COC(=O)C=1C=CC=2N(C3=CC=CC=C3OC2C1)C1CC2CCC(C1)N2C (10-(8-Methyl-8-aza-bicyclo[3.2.1]oct-3-yl)-10H-phenoxazine-3-carboxylic acid methyl ester), [OH-].[Na+] (NaOH). Solvent: C1CCOC1 (THF). Conditions: time 3 hour. The product is CN1C2CC(CC1CC2)N2C1=CC=CC=C1OC=1C=C(C=CC21)C(=O)O (10-(8-methyl-8-aza-bicyclo[3.2.1]oct-3-yl)-10H-phenoxazine-3-carboxylic acid). The yield is 63.0%. Reaction SMILES: C[O:2][C:3]([C:5]1[CH:6]=[CH:7][C:8]2[N:9]([CH:19]3[CH2:25][CH:24]4[N:26]([CH3:27])[CH:21]([CH2:22][CH2:23]4)[CH2:20]3)[C:10]3[C:15]([O:16][C:17]=2[CH:18]=1)=[CH:14][CH:13]=[CH:12][CH:11]=3)=[O:4].[OH-].[Na+]>C1COCC1>[CH3:27][N:26]1[CH:24]2[CH2:23][CH2:22][CH:21]1[CH2:20][CH:19]([N:9]1[C:8]3[CH:7]=[CH:6][C:5]([C:3]([OH:4])=[O:2])=[CH:18][C:17]=3[O:16][C:15]3[C:10]1=[CH:11][CH:12]=[CH:13][CH:14]=3)[CH2:25]2 |f:1.2|. Procedure details: To a solution of 10-(8-methyl-8-aza-bicyclo[3.2.1]oct-3-yl)-10H-phenoxazine-3-carboxylic acid methyl ester, 2a (440 mg, 0.646 mmol) in THF (5 mL) was added 1N NaOH (5 mL), and the mixture was stirred for 3 hr at rt. The solvent was removed, the residue was dissolved in DMF and acidified with a 2N TFA solution, and purified via reverse phase HPLC to yield 295 mg (63%) of 10-(8-methyl-8-aza-bicyclo[3.2.1]oct-3-yl)-10H-phenoxazine-3-carboxylic acid, 3a, as a TFA salt. MS m/z (MH+) 351.1. Procedure: 1-{[(9H-Fluoren-9-yloxy)carbonyl]amino}-4-hydroxy-4-[5-(3-methyl-5-{[4-(trifluoromethyl)pyrimidin-2-yl]amino}phenyl)-1,3-thiazol-2-yl]cyclohexanecarboxylic acid (0.079 g, 0.11 mmol) was dissolved in DMF (1.0 mL). Piperidine (0.086 g, 1.01 mmol) was added. After 15 minutes, the reaction mixture was directly purified by reverse phase HPLC to yield 1-amino-4-hydroxy-4-[5-(3-methyl-5-{[4-(trifluoromethyl)pyrimidin-2-yl]amino}phenyl)-1,3-thiazol-2-yl]cyclohexanecarboxylic acid (0.005 g, 0.01 mmol) as... The yield is 9.1%. Product: NC1(CCC(CC1)(C=1SC(=CN1)C1=CC(=CC(=C1)NC1=NC=CC(=N1)C(F)(F)F)C)O)C(=O)O (1-amino-4-hydroxy-4-[5-(3-methyl-5-{[4-(trifluoromethyl)pyrimidin-2-yl]amino}phenyl)-1,3-thiazol-2-yl]cyclohexanecarboxylic acid). Run in CN(C)C=O (DMF). Starting materials: C(=O)(C(F)(F)F)O (TFA), N1CCCCC1 (Piperidine), C1=CC=CC=2C3=CC=CC=C3C(C12)OC(=O)NC1(CCC(CC1)(C=1SC(=CN1)C1=CC(=CC(=C1)NC1=NC=CC(=N1)C(F)(F)F)C)O)C(=O)O (1-{[(9H-Fluoren-9-yloxy)carbonyl]amino}-4-hydroxy-4-[5-(3-methyl-5-{[4-(trifluoromethyl)pyrimidin-2-yl]amino}phenyl)-1,3-thiazol-2-yl]cyclohexanecarboxylic acid). Reaction SMILES: C1C2C(OC([NH:17][C:18]3([C:48]([OH:50])=[O:49])[CH2:23][CH2:22][C:21]([OH:47])([C:24]4[S:25][C:26]([C:29]5[CH:34]=[C:33]([NH:35][C:36]6[N:41]=[C:40]([C:42]([F:45])([F:44])[F:43])[CH:39]=[CH:38][N:37]=6)[CH:32]=[C:31]([CH3:46])[CH:30]=5)=[CH:27][N:28]=4)[CH2:20][CH2:19]3)=O)C3C(=CC=CC=3)C=2C=CC=1.N1CCCCC1.C(O)(C(F)(F)F)=O>CN(C=O)C>[NH2:17][C:18]1([C:48]([OH:50])=[O:49])[CH2:23][CH2:22][C:21]([OH:47])([C:24]2[S:25][C:26]([C:29]3[CH:34]=[C:33]([NH:35][C:36]4[N:41]=[C:40]([C:42]([F:45])([F:44])[F:43])[CH:39]=[CH:38][N:37]=4)[CH:32]=[C:31]([CH3:46])[CH:30]=3)=[CH:27][N:28]=2)[CH2:20][CH2:19]1. Run at time 15 minute. Reactants: CS(=O)(=O)O, CCC(CC(=O)O)Nc1ccc(C(F)(F)F)cc1, O. Product: CCC1CC(=O)c2cc(C(F)(F)F)ccc2N1. Reaction SMILES: [CH3:20][S:21](=[O:22])(=[O:23])[OH:24].[F:1][C:2]([c:3]1[cH:4][cH:5][c:6]([NH:9][CH:10]([CH2:11][C:12](=[O:13])[OH:14])[CH2:15][CH3:16])[cH:7][cH:8]1)([F:17])[F:18].[OH2:19]>>[F:1][C:2]([c:3]1[cH:4][c:5]2[c:6]([cH:7][cH:8]1)[NH:9][CH:10]([CH2:15][CH3:16])[CH2:11][C:12]2=[O:14])([F:17])[F:18]. The reactants are BrC1=C(C=CC(=C1)[N+](=O)[O-])F (2-bromo-1-fluoro-4-nitrobenzene), C(C)(=O)OC(C)=O (acetic anhydride). Reagents/catalysts: [Fe] (iron). Product: BrC=1C=C(C=CC1F)NC(C)=O (N-(3-bromo-4-fluorophenyl)acetamide). As a reaction SMILES: [Br:1][C:2]1[CH:7]=[C:6]([N+:8]([O-])=O)[CH:5]=[CH:4][C:3]=1[F:11].[C:12](OC(=O)C)(=[O:14])[CH3:13]>[Fe]>[Br:1][C:2]1[CH:7]=[C:6]([NH:8][C:12](=[O:14])[CH3:13])[CH:5]=[CH:4][C:3]=1[F:11]. Procedure: By the reaction in the same manner as in Example 33-(i) using 2-bromo-1-fluoro-4-nitrobenzene (2.27 g), iron powder (2.90 g) and acetic anhydride (2.0 ml), the title compound (2.28 g) was obtained as colorless powder crystals.